From a dataset of the Open Reaction Database (ORD), a public repository of structured organic reaction records. describe an organic reaction: reactants, conditions, products, and yield Reactants: [Li]CCCC (nBuLi), ClC=1N=C(N(C1Cl)COCC[Si](C)(C)C)CO[Si](C)(C)C(C)(C)C (4,5-dichloro-2-({[(1,1-dimethylethyl)(dimethyl)silyl]oxy}methyl)-1-({[2-(trimethylsilyl)ethyl]oxy}methyl)-1H-imidazole), CN(C)C=O (DMF). Run in C1CCOC1 (THF). Reaction conditions: time 30 minute. Product: ClC=1N=C(N(C1C=O)COCC[Si](C)(C)C)CO[Si](C)(C)C(C)(C)C (4-Chloro-2-({[(1,1-dimethylethyl)(dimethyl)silyl]oxy}methyl)-1-({[2-(trimethylsilyl)ethyl]oxy}methyl)-1H-imidazole-5-carbaldehyde). Reaction SMILES: [Li]CCCC.[Cl:6][C:7]1[N:8]=[C:9]([CH2:21][O:22][Si:23]([C:26]([CH3:29])([CH3:28])[CH3:27])([CH3:25])[CH3:24])[N:10]([CH2:13][O:14][CH2:15][CH2:16][Si:17]([CH3:20])([CH3:19])[CH3:18])[C:11]=1Cl.CN([CH:33]=[O:34])C>C1COCC1>[Cl:6][C:7]1[N:8]=[C:9]([CH2:21][O:22][Si:23]([C:26]([CH3:29])([CH3:28])[CH3:27])([CH3:25])[CH3:24])[N:10]([CH2:13][O:14][CH2:15][CH2:16][Si:17]([CH3:20])([CH3:19])[CH3:18])[C:11]=1[CH:33]=[O:34]. Reported procedure: nBuLi (1.3 mL, 2.05 mmol, 1.57 M in hexane) was added dropwise to a solution of 4,5-dichloro-2-({[(1,1-dimethylethyl)(dimethyl)silyl]oxy}methyl)-1-({[2-(trimethylsilyl)ethyl]oxy}methyl)-1H-imidazole (842 mg, 2.05 mmol) in THF (30 mL) at −78° C. under N2. The mixture was stirred for 30 min and DMF (1.0 mL) was then added dropwise. The mixture was stirred for 20 min and then allowed warm up to room temperature and stirred for 20 min. Quenched by aqueous NH4Cl and extracted with EtOAc and the organ... The reactants are C(C)C1=C(C(=CC=C1)CC)C1=NC(=C(C(=N1)OC)C(=CCC)CCC)C (2-(2,6-diethylphenyl)-4-methoxy-6-methyl-5-(1-propylbutenyl)pyrimidine). Reagents/catalysts: [Pd] (Pd—C). The solvent is CO (MeOH). Yields the product C(C)C1=C(C(=CC=C1)CC)C1=NC(=C(C(=N1)OC)C(CCC)CCC)C (2-(2,6-diethylphenyl)-4-methoxy-6-methyl-5-(1-propylbutyl)pyrimidine). RXN SMILES: [CH2:1]([C:3]1[CH:8]=[CH:7][CH:6]=[C:5]([CH2:9][CH3:10])[C:4]=1[C:11]1[N:16]=[C:15]([O:17][CH3:18])[C:14]([C:19]([CH2:23][CH2:24][CH3:25])=[CH:20][CH2:21][CH3:22])=[C:13]([CH3:26])[N:12]=1)[CH3:2]>CO.[Pd]>[CH2:9]([C:5]1[CH:6]=[CH:7][CH:8]=[C:3]([CH2:1][CH3:2])[C:4]=1[C:11]1[N:16]=[C:15]([O:17][CH3:18])[C:14]([CH:19]([CH2:20][CH2:21][CH3:22])[CH2:23][CH2:24][CH3:25])=[C:13]([CH3:26])[N:12]=1)[CH3:10]. Reported procedure: A solution of 2-(2,6-diethylphenyl)-4-methoxy-6-methyl-5-(1-propylbutenyl)pyrimidine (100 mg) in MeOH is hydrogenated over Pd—C at 50 psi for 18 h. The catalyst is removed by filtration and the filtrate is concentrated to afford the title compound. 1H NMR (300 MHz, CDCl3): δ 7.24-7.29 (m, 1H), 7.13 (d, J=8 Hz, 2H), 3.91 (s, 3H), 2.51 (s,3H), 2.41 (q, J=7.5 Hz, 4H), 2.38-2.45 (m, 8H), 1.58-1.82 (m, 3H), 1.14-1.44 (m, 2H), 1.08 (q, J=7.5, 6.6 Hz, 6H) 0.89 (t, J=7.5 Hz, 6H); LC-MS found 355 (MH+).